Dataset: the Open Reaction Database (ORD), a public repository of structured organic reaction records. Task: describe an organic reaction: reactants, conditions, products, and yield Reactants: C1=CC=CC=2CN(CC3=C(C21)C=CC=C3)C(OCC)=N (ethyl 5,7-dihydro-6H-dibenz[c,e]azepine-6carboximidate), C(=O)(N1C=NC=C1)N1C=NC=C1 (1,1'-carbonyldiimidazole), O (water). Procedure: 2.0 g of ethyl 5,7-dihydro-6H-dibenz[c,e]azepine-6carboximidate and 1.83 g of 1,1'-carbonyldiimidazole are stirred at room temperature for 5 hours in 20 ml of tetrahydrofuran. The reaction mixture is poured into water and extracted twice with ethyl acetate. The extracts are washed with saturated sodium chloride solution, dried over anhydrous sodium sulfate and evaporated. The residue is chromatographed on silica gel with n-hexane/acetone (1:4) as the eluent, and there is obtained ethyl N-(1-imid... Yields the product N1(C=NC=C1)C(=O)N=C(OCC)N1CC2=C(C3=C(C1)C=CC=C3)C=CC=C2 (ethyl N-(1-imidazolylcarbonyl)-5,7-dihydro-6H-dibenz[c,e]azepine-6 carboximidate). RXN SMILES: [CH:1]1[C:11]2[C:10]3[CH:12]=[CH:13][CH:14]=[CH:15][C:9]=3[CH2:8][N:7]([C:16](=[NH:20])[O:17][CH2:18][CH3:19])[CH2:6][C:5]=2[CH:4]=[CH:3][CH:2]=1.[C:21](N1C=CN=C1)([N:23]1[CH:27]=[CH:26][N:25]=[CH:24]1)=[O:22].O>O1CCCC1>[N:23]1([C:21]([N:20]=[C:16]([N:7]2[CH2:6][C:5]3[CH:4]=[CH:3][CH:2]=[CH:1][C:11]=3[C:10]3[CH:12]=[CH:13][CH:14]=[CH:15][C:9]=3[CH2:8]2)[O:17][CH2:18][CH3:19])=[O:22])[CH:27]=[CH:26][N:25]=[CH:24]1. Solvent: O1CCCC1 (tetrahydrofuran). Reactants: C(#N)C1(CC1)C=1C=C(C(=O)NC2=CC(=C(C=C2)OC)OC2=NC=C(C=C2)[N+](=O)[O-])C=CC1 (3-(1-cyanocyclopropyl)-N-{4-methoxy-3-[(5-nitropyridin-2-yl)oxy]phenyl}benzamide), CO (methanol). Reagents/catalysts: [C].[Pd] (palladium-carbon). Run in O1CCCC1 (tetrahydrofuran). Run at time 14 hour. Product: NC=1C=CC(=NC1)OC=1C=C(C=CC1OC)NC(C1=CC(=CC=C1)C1(CC1)C#N)=O (N-{3-[(5-aminopyridin-2-yl)oxy]-4-methoxyphenyl}-3-(1-cyanocyclopropyl)benzamide). Isolated yield 102.5%. Reaction SMILES: [C:1]([C:3]1([C:6]2[CH:7]=[C:8]([CH:30]=[CH:31][CH:32]=2)[C:9]([NH:11][C:12]2[CH:17]=[CH:16][C:15]([O:18][CH3:19])=[C:14]([O:20][C:21]3[CH:26]=[CH:25][C:24]([N+:27]([O-])=O)=[CH:23][N:22]=3)[CH:13]=2)=[O:10])[CH2:5][CH2:4]1)#[N:2].CO>O1CCCC1.[C].[Pd]>[NH2:27][C:24]1[CH:25]=[CH:26][C:21]([O:20][C:14]2[CH:13]=[C:12]([NH:11][C:9](=[O:10])[C:8]3[CH:30]=[CH:31][CH:32]=[C:6]([C:3]4([C:1]#[N:2])[CH2:5][CH2:4]4)[CH:7]=3)[CH:17]=[CH:16][C:15]=2[O:18][CH3:19])=[N:22][CH:23]=1 |f:3.4|. Procedure details: To a solution of 3-(1-cyanocyclopropyl)-N-{4-methoxy-3-[(5-nitropyridin-2-yl)oxy]phenyl}benzamide (4.30 g, 9.99 mmol) in tetrahydrofuran (100 mL) were added methanol (50 mL) and 10% palladium-carbon (982 mg), and the mixture was stirred at room temperature for 14 hr under a hydrogen atmosphere (2.5 atm). The insoluble material was filtered off, and the filtrate was concentrated to give the title compound (4.1 g) as a brown syrup substance. The syrup substance was used for the next reaction witho... Reaction SMILES: [CH3:1][O:2][C:3]([CH2:4][CH2:5][NH:6][C:7]([c:8]1[cH:9][cH:10][c:11]([O:14][CH:15]([CH2:16][CH2:17][CH2:18][CH2:19][CH2:20][CH3:21])[c:22]2[cH:23][n:24][c:25](-[c:28]3[cH:29][cH:30][c:31]([C:34]([F:35])([F:36])[F:37])[cH:32][cH:33]3)[cH:26][cH:27]2)[cH:12][cH:13]1)=[O:38])=[O:39].[CH3:42][CH2:43][OH:44].[Na+:41].[OH-:40]>>[O:2]=[C:3]([CH2:4][CH2:5][NH:6][C:7]([c:8]1[cH:9][cH:10][c:11]([O:14][CH:15]([CH2:16][CH2:17][CH2:18][CH2:19][CH2:20][CH3:21])[c:22]2[cH:23][n:24][c:25](-[c:28]3[cH:29][cH:30][c:31]([C:34]([F:35])([F:36])[F:37])[cH:32][cH:33]3)[cH:26][cH:27]2)[cH:12][cH:13]1)=[O:38])[OH:39]. Yields the product CCCCCCC(Oc1ccc(C(=O)NCCC(=O)O)cc1)c1ccc(-c2ccc(C(F)(F)F)cc2)nc1. Reactants: CCCCCCC(Oc1ccc(C(=O)NCCC(=O)OC)cc1)c1ccc(-c2ccc(C(F)(F)F)cc2)nc1, CCO, [Na+], [OH-].